Task: describe an organic reaction: reactants, conditions, products, and yield. Dataset: the Open Reaction Database (ORD), a public repository of structured organic reaction records Reactants: Cl (HCl), Cl.Cl.C(CCC)C=1N=NC(=CC1C1=CC=C(C=C1)OC1CCCCC1)OC1CCNCC1 (3-butyl-4-(4-cyclohexyloxy-phenyl)-6-(piperidin-4-yloxy)-pyridazine dihydrochloride), ClCC(C)(O)C (1-chloro-2-methyl-2-propanol), C([O-])([O-])=O.[K+].[K+] (potassium carbonate). The solvent is CCOCC (ether), CCO (EtOH), C(Cl)Cl (DCM), O.CCOC(=O)C (water EtOAc). Conditions: temperature 50 celsius, time 4 hour. Yields the product Cl.Cl.C(CCC)C1=C(C=C(N=N1)OC1CCN(CC1)CC(C)(O)C)C1=CC=C(C=C1)OC1CCCCC1 (1-{4-[6-butyl-5-(4-cyclohexyloxy-phenyl)-pyridazin-3-yloxy]-piperidin-1-yl}-2-methyl-propan-2-ol dihydrochloride). Isolated yield 77.5%. RXN SMILES: [ClH:1].Cl.[CH2:3]([C:7]1[N:8]=[N:9][C:10]([O:26][CH:27]2[CH2:32][CH2:31][NH:30][CH2:29][CH2:28]2)=[CH:11][C:12]=1[C:13]1[CH:18]=[CH:17][C:16]([O:19][CH:20]2[CH2:25][CH2:24][CH2:23][CH2:22][CH2:21]2)=[CH:15][CH:14]=1)[CH2:4][CH2:5][CH3:6].[Cl:33][CH2:34][C:35]([CH3:38])([OH:37])[CH3:36].C(=O)([O-])[O-].[K+].[K+].Cl>CCO.O.CCOC(C)=O.C(Cl)Cl.CCOCC>[ClH:33].[ClH:1].[CH2:3]([C:7]1[N:8]=[N:9][C:10]([O:26][CH:27]2[CH2:32][CH2:31][N:30]([CH2:34][C:35]([CH3:38])([OH:37])[CH3:36])[CH2:29][CH2:28]2)=[CH:11][C:12]=1[C:13]1[CH:14]=[CH:15][C:16]([O:19][CH:20]2[CH2:25][CH2:24][CH2:23][CH2:22][CH2:21]2)=[CH:17][CH:18]=1)[CH2:4][CH2:5][CH3:6] |f:0.1.2,4.5.6,9.10,13.14.15|. Procedure: To a solution of 3-butyl-4-(4-cyclohexyloxy-phenyl)-6-(piperidin-4-yloxy)-pyridazine dihydrochloride (Example 14, 0.2 mmol, 97 mg) in EtOH (2 mL) was added 1-chloro-2-methyl-2-propanol (0.4 mmol, 44 μL), and potassium carbonate (0.6 mmol, 83 mg). And the mixture was stirred at 50° C. for 4 hours. It was then diluted with water/EtOAc. The organic layers were combined, dried, and condensed in vacuo and the residue was purified by silica gel chromatography (DCM to DCM+10% MeOH) to give a colorless ... Starting materials: N1N=CC2=CC=C(C=C12)N (Indazol-6-amine), N(=O)[O-].[Na+] (sodium nitrite), N(=O)[O-].[Na+] (sodium nitrite), F[B-](F)(F)F.[H+] (tetrafluoroboric acid). Solvent: O (water), O (water). Reaction conditions: temperature 0 celsius, time 30 minute. The product is N1N=CC2=CC=C(C=C12)O (Indazol-6-ol). As a reaction SMILES: [NH:1]1[C:9]2[C:4](=[CH:5][CH:6]=[C:7](N)[CH:8]=2)[CH:3]=[N:2]1.F[B-](F)(F)F.[H+].N([O-])=[O:18].[Na+]>O>[NH:1]1[C:9]2[C:4](=[CH:5][CH:6]=[C:7]([OH:18])[CH:8]=2)[CH:3]=[N:2]1 |f:1.2,3.4|. Reported procedure: Indazol-6-amine (24.33 g; manufactured by Tokyo Chemical Industry Co., Ltd.) was dissolved in water (100 mL) and a 48 wt % aqueous solution of tetrafluoroboric acid (242 mL; manufactured by Sigma-Aldrich Co.), and the solution was cooled to 0° C. Subsequently, an aqueous solution of sodium nitrite (20 mL (sodium nitrite (13.87 g; manufactured by Kanto Chemical Co., Inc.) was dissolved in water (20 mL)) was added dropwise to the solution over 10 minutes, and the resulting mixture was stirred for ... Starting materials: Cl (hydrochloric acid), O (water), C(C)(C)(C)OC(=O)N[C@@H](C=O)CC1=CC=CC=C1 ((R)-2-t-butoxycarbonylamino-3-phenylpropanal), [N+](=O)([O-])C (nitromethane), resultant mixture. The solvent is C1CCOC1 (THF). The product is C(C)(C)(C)OC(=O)N[C@@H]([C@@H](C[N+](=O)[O-])O)CC1=CC=CC=C1 ((2R,3R)-3-t-butoxycarbonylamino-1-nitro-4-phenyl-2-butanol). Yield: 60.6%. RXN SMILES: [C:1]([O:5][C:6]([NH:8][C@H:9]([CH2:12][C:13]1[CH:18]=[CH:17][CH:16]=[CH:15][CH:14]=1)[CH:10]=[O:11])=[O:7])([CH3:4])([CH3:3])[CH3:2].[N+:19]([CH3:22])([O-:21])=[O:20].Cl.O>C1COCC1>[C:1]([O:5][C:6]([NH:8][C@H:9]([CH2:12][C:13]1[CH:14]=[CH:15][CH:16]=[CH:17][CH:18]=1)[C@H:10]([OH:11])[CH2:22][N+:19]([O-:21])=[O:20])=[O:7])([CH3:4])([CH3:2])[CH3:3]. Reported procedure: To a stirred solution of 62.3 mg (0.25 mmol) of (R)-2-t-butoxycarbonylamino-3-phenylpropanal [synthesized by the method described in Journal of Medicinal Chemistry, 130, 1162 (1987)] in 1.0 ml of THF was added at 0° C., 0.27 ml (5 mmol) of nitromethane, followed by dropwise addition of 0.5 ml (0.025 mmol) of the lanthanum/(R)-1,1'-bi-2-naphthol complex solution (Reference Example 1, 0.05 mol/l). The resultant mixture was stirred at 0° C. for 2 hours. To this solution were added 0.5 ml of 1N hydr... Reactants: BrC1=CC(=C(C=C1)C(C(C(F)(F)F)(O)C=1C(=CC2=C(N(C(CO2)=O)C)C1)F)C)Cl (6-[2-(4-bromo-2-chloro-phenyl)-1-hydroxy-1-trifluoromethyl-propyl]-7-fluoro-4-methyl-4H-benzo[1,4]oxazin-3-one), FC=1C=C(C=CC1C(=O)OC)B(O)O (3-fluoro-4-methoxycarbonylphenylboronic acid). Product: COC(=O)C1=C(C=C(C=C1)C1=CC(=C(C=C1)C(C(C(F)(F)F)(O)C=1C(=CC2=C(N(C(CO2)=O)C)C1)F)C)Cl)F (3′-Chloro-3-fluoro-4′-[3,3,3-trifluoro-2-(7-fluoro-4-methyl-3-oxo-3,4-dihydro-2H-benzo[1,4]oxazin-6-yl)-2-hydroxy-1-methyl-propyl]-biphenyl-4-carboxylic acid methyl ester). Reaction SMILES: Br[C:2]1[CH:7]=[CH:6][C:5]([CH:8]([CH3:28])[C:9]([C:15]2[C:16]([F:27])=[CH:17][C:18]3[O:23][CH2:22][C:21](=[O:24])[N:20]([CH3:25])[C:19]=3[CH:26]=2)([OH:14])[C:10]([F:13])([F:12])[F:11])=[C:4]([Cl:29])[CH:3]=1.[F:30][C:31]1[CH:32]=[C:33](B(O)O)[CH:34]=[CH:35][C:36]=1[C:37]([O:39][CH3:40])=[O:38]>>[CH3:40][O:39][C:37]([C:36]1[CH:35]=[CH:34][C:33]([C:2]2[CH:7]=[CH:6][C:5]([CH:8]([CH3:28])[C:9]([C:15]3[C:16]([F:27])=[CH:17][C:18]4[O:23][CH2:22][C:21](=[O:24])[N:20]([CH3:25])[C:19]=4[CH:26]=3)([OH:14])[C:10]([F:12])([F:11])[F:13])=[C:4]([Cl:29])[CH:3]=2)=[CH:32][C:31]=1[F:30])=[O:38]. Procedure: In analogy to Example 17, step 2, 6-[2-(4-bromo-2-chloro-phenyl)-1-hydroxy-1-trifluoromethyl-propyl]-7-fluoro-4-methyl-4H-benzo[1,4]oxazin-3-one was reacted with 3-fluoro-4-methoxycarbonylphenylboronic acid to give the title compound as a colorless solid. MS (m/e)=570.3 [M+H+].